From a dataset of the Open Reaction Database (ORD), a public repository of structured organic reaction records. describe an organic reaction: reactants, conditions, products, and yield Starting materials: Cl (hydrochloric acid), NC=1C=C2C(=CN(C2=CC1)C)CC1=C(C=C(C(=O)OC)C=C1)OC (methyl 4-(5-amino-1-methylindol-3-ylmethyl)-3-methoxybenzoate), C1(CCCC1)CC(=O)O (cyclopentylacetic acid), Cl.CN(CCCN=C=NCC)C (1-(3-dimethylaminopropyl)-3-ethylcarbodiimide hydrochloride). Reagents/catalysts: CN(C1=CC=NC=C1)C (4-(dimethylamino)pyridine). Solvent: ClCCl (dichloromethane). Run at time 18 hour. Yields the product C1(CCCC1)CC(=O)NC=1C=C2C(=CN(C2=CC1)C)CC1=C(C=C(C(=O)OC)C=C1)OC (Methyl 4-[5-(2-cyclopentylacetamido)-1-methylindol-3-ylmethyl]-3-methoxybenzoate). The yield is 72.7%. RXN SMILES: [NH2:1][C:2]1[CH:3]=[C:4]2[C:8](=[CH:9][CH:10]=1)[N:7]([CH3:11])[CH:6]=[C:5]2[CH2:12][C:13]1[CH:22]=[CH:21][C:16]([C:17]([O:19][CH3:20])=[O:18])=[CH:15][C:14]=1[O:23][CH3:24].[CH:25]1([CH2:30][C:31](O)=[O:32])[CH2:29][CH2:28][CH2:27][CH2:26]1.Cl.CN(C)CCCN=C=NCC.Cl>CN(C)C1C=CN=CC=1.ClCCl>[CH:25]1([CH2:30][C:31]([NH:1][C:2]2[CH:3]=[C:4]3[C:8](=[CH:9][CH:10]=2)[N:7]([CH3:11])[CH:6]=[C:5]3[CH2:12][C:13]2[CH:22]=[CH:21][C:16]([C:17]([O:19][CH3:20])=[O:18])=[CH:15][C:14]=2[O:23][CH3:24])=[O:32])[CH2:29][CH2:28][CH2:27][CH2:26]1 |f:2.3|. Reported procedure: A mixture of methyl 4-(5-amino-1-methylindol-3-ylmethyl)-3-methoxybenzoate (D) (0.57 g.), cyclopentylacetic acid (0.23 g.), 4-(dimethylamino)pyridine (0.22 g.), and 1-(3-dimethylaminopropyl)-3-ethylcarbodiimide hydrochloride (0.343 g.), was dissolved in dichloromethane (25 ml.), under an atmosphere of nitrogen, and stirred at room temperature for 18 hours. The mixture was poured into 1M hydrochloric acid (25 ml.), the separated aqueous layer extracted with dichloromethane (3×25 ml.), the combine...